From a dataset of the Open Reaction Database (ORD), a public repository of structured organic reaction records. describe an organic reaction: reactants, conditions, products, and yield Starting materials: COC=1C=C(C=C(C1OC)OC)C1=NC=CC(=C1)COC1CCNCC1 (4-[[2-(3,4,5-trimethoxyphenyl)pyridin-4-yl]methyloxy]piperidine), [I-].[K+] (potassium iodide), ClCC1=CC(=NC=C1)C1=CC(=C(C(=C1)OC)OC)OC (4-chloromethyl-2-(3,4,5-trimethoxyphenyl)pyridine), C([O-])([O-])=O.[K+].[K+] (potassium carbonate). Run in C(C)#N (acetonitrile). Run at time 5 hour. Yields the product Cl.Cl.Cl.COC=1C=C(C=C(C1OC)OC)C1=NC=CC(=C1)CN1CCC(CC1)OCC1=CC(=NC=C1)C1=CC(=C(C(=C1)OC)OC)OC (1-[[2-(3,4,5-Trimethoxyphenyl)pyridin-4-yl]methyl]-4-[[2-(3,4,5-trimethoxyphenyl)pyridin-4-yl]methyloxy]piperidine Trihydrochloride). Reaction SMILES: [CH3:1][O:2][C:3]1[CH:4]=[C:5]([C:13]2[CH:18]=[C:17]([CH2:19][O:20][CH:21]3[CH2:26][CH2:25][NH:24][CH2:23][CH2:22]3)[CH:16]=[CH:15][N:14]=2)[CH:6]=[C:7]([O:11][CH3:12])[C:8]=1[O:9][CH3:10].[Cl:27][CH2:28][C:29]1[CH:34]=[CH:33][N:32]=[C:31]([C:35]2[CH:40]=[C:39]([O:41][CH3:42])[C:38]([O:43][CH3:44])=[C:37]([O:45][CH3:46])[CH:36]=2)[CH:30]=1.C(=O)([O-])[O-].[K+].[K+].[I-].[K+]>C(#N)C>[ClH:27].[ClH:27].[ClH:27].[CH3:42][O:41][C:39]1[CH:40]=[C:35]([C:31]2[CH:30]=[C:29]([CH2:28][N:24]3[CH2:23][CH2:22][CH:21]([O:20][CH2:19][C:17]4[CH:16]=[CH:15][N:14]=[C:13]([C:5]5[CH:4]=[C:3]([O:2][CH3:1])[C:8]([O:9][CH3:10])=[C:7]([O:11][CH3:12])[CH:6]=5)[CH:18]=4)[CH2:26][CH2:25]3)[CH:34]=[CH:33][N:32]=2)[CH:36]=[C:37]([O:45][CH3:46])[C:38]=1[O:43][CH3:44] |f:2.3.4,5.6,8.9.10.11|. Procedure: 4-[[2-(3,4,5-trimethoxyphenyl)pyridin-4-yl]methyloxy]piperidine (70 mg), 4-chloromethyl-2-(3,4,5-trimethoxyphenyl)pyridine (22 mg), potassium carbonate (56 mg) and potassium iodide (40 mg) were suspended in acetonitrile (5 mL). The mixture was stirred at room temperature for 5 hr and evaporated. Chloroform and water were added to the residual oil and the organic layer was separated. Aqueous layer was then extracted with chloroform and the organic layers were combined, dried over anhydrous magnes... Starting materials: BrC1=CC(=CC=C1)CCO[Si](C)(C)C(C)(C)C (1-Bromo-3-[2-(tert-butyldimethylsilyloxy)ethyl]benzene), CC(C)(C)[O-].[Na+] (NaOtBu), CNC1=CC=CC=C1 (N-methylaniline), CC1(C2=C(C(=CC=C2)P(C3=CC=CC=C3)C4=CC=CC=C4)OC5=C(C=CC=C51)P(C6=CC=CC=C6)C7=CC=CC=C7)C (Xantphos). The reagents and catalysts are C=1C=CC(=CC1)/C=C/C(=O)/C=C/C2=CC=CC=C2.C=1C=CC(=CC1)/C=C/C(=O)/C=C/C2=CC=CC=C2.C=1C=CC(=CC1)/C=C/C(=O)/C=C/C2=CC=CC=C2.[Pd].[Pd] (Pd2dba3). Solvent: C1(=CC=CC=C1)C (toluene), CCOC(=O)C (EtOAc). Reaction conditions: temperature 100 celsius, time 2 hour. Yields the product CN(C=1C=C(C=CC1)CCO)C1=CC=CC=C1 (2-{3-[methyl(phenyl)amino]phenyl}ethan-1-ol). Isolated yield 71.9%. Reaction SMILES: Br[C:2]1[CH:7]=[CH:6][CH:5]=[C:4]([CH2:8][CH2:9][O:10][Si](C(C)(C)C)(C)C)[CH:3]=1.[CH3:18][NH:19][C:20]1[CH:25]=[CH:24][CH:23]=[CH:22][CH:21]=1.CC1(C)C2C(=C(P(C3C=CC=CC=3)C3C=CC=CC=3)C=CC=2)OC2C(P(C3C=CC=CC=3)C3C=CC=CC=3)=CC=CC1=2.CC([O-])(C)C.[Na+]>C1(C)C=CC=CC=1.CCOC(C)=O.C1C=CC(/C=C/C(/C=C/C2C=CC=CC=2)=O)=CC=1.C1C=CC(/C=C/C(/C=C/C2C=CC=CC=2)=O)=CC=1.C1C=CC(/C=C/C(/C=C/C2C=CC=CC=2)=O)=CC=1.[Pd].[Pd]>[CH3:18][N:19]([C:20]1[CH:25]=[CH:24][CH:23]=[CH:22][CH:21]=1)[C:2]1[CH:3]=[C:4]([CH2:8][CH2:9][OH:10])[CH:5]=[CH:6][CH:7]=1 |f:3.4,7.8.9.10.11|. Reported procedure: 1-Bromo-3-[2-(tert-butyldimethylsilyloxy)ethyl]benzene (2.5 g, 7.96 mmol), N-methylaniline (1.02 g, 9.55 mmol), Pd2dba3 (364 mg, 0.4 mmol), Xantphos (691 mg, 1.19 mmol) and NaOtBu (727 mg, 9.55 mmol) were combined in toluene (12 mL), and the reaction was heated at 100° C. in the microwave for 90 min. The reaction was diluted with EtOAc, washed with brine, dried (MgSO4), and concentrated. The residue was stirred in 70% TFA/DCM (10 mL) for 2 h. The solution was concentrated and purified by silica ... Starting materials: NC=1SC2=C(N1)C=CC(=C2)OC=2C=C(C(=O)NC1=CC=C(C=C1)C(F)(F)F)C=CC2 (3-[(2-amino-1,3-benzothiazol-6-yl)oxy]-N-[4-(trifluoromethyl)phenyl]benzamide), O (water), C1(CC1)C(=O)Cl (cyclopropanecarbonyl chloride), C(C)N(C(C)C)C(C)C (N-ethyl-N-isopropylpropane-2-amine). Solvent: O1CCCC1 (tetrahydrofuran). Run at time 18 hour. The product is C1(CC1)C(=O)NC=1SC2=C(N1)C=CC(=C2)OC=2C=C(C(=O)NC1=CC=C(C=C1)C(F)(F)F)C=CC2 (3-({2-[(cyclopropylcarbonyl)amino]-1,3-benzothiazol-6-yl}oxy)-N-[4-(trifluoromethyl)phenyl]benzamide). The yield is 88.4%. Reaction SMILES: [NH2:1][C:2]1[S:3][C:4]2[CH:10]=[C:9]([O:11][C:12]3[CH:13]=[C:14]([CH:28]=[CH:29][CH:30]=3)[C:15]([NH:17][C:18]3[CH:23]=[CH:22][C:21]([C:24]([F:27])([F:26])[F:25])=[CH:20][CH:19]=3)=[O:16])[CH:8]=[CH:7][C:5]=2[N:6]=1.[CH:31]1([C:34](Cl)=[O:35])[CH2:33][CH2:32]1.C(N(C(C)C)C(C)C)C.O>O1CCCC1>[CH:31]1([C:34]([NH:1][C:2]2[S:3][C:4]3[CH:10]=[C:9]([O:11][C:12]4[CH:13]=[C:14]([CH:28]=[CH:29][CH:30]=4)[C:15]([NH:17][C:18]4[CH:19]=[CH:20][C:21]([C:24]([F:27])([F:25])[F:26])=[CH:22][CH:23]=4)=[O:16])[CH:8]=[CH:7][C:5]=3[N:6]=2)=[O:35])[CH2:33][CH2:32]1. Reported procedure: A solution of 3-[(2-amino-1,3-benzothiazol-6-yl)oxy]-N-[4-(trifluoromethyl)phenyl]benzamide (215 mg, 0.50 mmol) produced in Example A25(v), cyclopropanecarbonyl chloride (210 mg, 2.00 mmol) and N-ethyl-N-isopropylpropane-2-amine (518 mg, 4.00 mmol) in tetrahydrofuran (10 mL) was stirred at room temperature for 18 hr. The reaction mixture was poured into water and the mixture was extracted with ethyl acetate. The organic layer was dried over anhydrous magnesium sulfate, and the solvent was evapor... The reactants are C(#N)NC1=C(C=C(C=C1)C1=NC=CC(=C1)OC)[N+](=O)[O-] (N-cyano-4-(4-methoxypyridin-2-yl)-2-nitroaniline), Cl (hydrogen chloride). The reagents and catalysts are [Ni] (Raney-nickel). The solvent is C(C)O (ethanol), O1CCOCC1 (1,4-dioxane), C(C)(=O)OCC (ethyl acetate). Yields the product Cl.Cl.NC=1NC2=C(N1)C=CC(=C2)C2=NC=CC(=C2)OC (2-amino-5-(4-methoxypyridin-2-yl)benzimidazole dihydrochloride). Reaction SMILES: [C:1]([NH:3][C:4]1[CH:9]=[CH:8][C:7]([C:10]2[CH:15]=[C:14]([O:16][CH3:17])[CH:13]=[CH:12][N:11]=2)=[CH:6][C:5]=1[N+:18]([O-])=O)#[N:2].[ClH:21]>C(O)C.C(OCC)(=O)C.O1CCOCC1.[Ni]>[ClH:21].[ClH:21].[NH2:2][C:1]1[NH:18][C:5]2[CH:6]=[C:7]([C:10]3[CH:15]=[C:14]([O:16][CH3:17])[CH:13]=[CH:12][N:11]=3)[CH:8]=[CH:9][C:4]=2[N:3]=1 |f:6.7.8|. Procedure details: A suspension of N-cyano-4-(4-methoxypyridin-2-yl)-2-nitroaniline (200 mg) in ethanol (10 ml) was hydrogenated over Raney-nickel (500 mg) under a hydrogen atmosphere for 12 hours. The catalyst was filtered off, and the filtrate was evaporated under reduced pressure. The residue was purified by column chromatography (silica gel 20 g, dichloromethane:methanol:aqueous ammonia=100:10:1). The compound obtained was dissolved in ethyl acetate, and a solution of hydrogen chloride in 1,4-dioxane (4N, 1 ml... Reactants: C(C)(=O)N1C(C(C2=CC=CC=C12)=C(C1=CC=C(C=C1)Cl)Cl)=O (1-acetyl-3-[1-chloro-1-(4-chlorophenyl)-methylidene)-2-indolinone), CN(C)CC1=CC=C(N)C=C1 (4-dimethylaminomethyl-aniline), [OH-].[Na+] (sodium hydroxide). Run in CN(C)C=O (DMF), CO (methanol). The product is CN(C)CC1=CC=C(C=C1)N\C(\C1=CC=C(C=C1)Cl)=C\1/C(NC2=CC=CC=C12)=O ((Z)-3-[1-(4-dimethylaminomethyl-phenylamino)-1-(4-chlorophenyl)-methylidene]-2-indolinone). As a reaction SMILES: C([N:4]1[C:12]2[C:7](=[CH:8][CH:9]=[CH:10][CH:11]=2)[C:6](=[C:13](Cl)[C:14]2[CH:19]=[CH:18][C:17]([Cl:20])=[CH:16][CH:15]=2)[C:5]1=[O:22])(=O)C.[CH3:23][N:24]([CH2:26][C:27]1[CH:33]=[CH:32][C:30]([NH2:31])=[CH:29][CH:28]=1)[CH3:25].[OH-].[Na+]>CN(C=O)C.CO>[CH3:25][N:24]([CH2:26][C:27]1[CH:28]=[CH:29][C:30]([NH:31]/[C:13](=[C:6]2\[C:5](=[O:22])[NH:4][C:12]3[C:7]\2=[CH:8][CH:9]=[CH:10][CH:11]=3)/[C:14]2[CH:15]=[CH:16][C:17]([Cl:20])=[CH:18][CH:19]=2)=[CH:32][CH:33]=1)[CH3:23] |f:2.3|. Procedure details: Prepared analogously to Example 2 from 1-acetyl-3-[1-chloro-1-(4-chlorophenyl)-methylidene)-2-indolinone and 4-dimethylaminomethyl-aniline in DMF and subsequent treatment with sodium hydroxide solution in methanol. Reactants: FC(S(=O)(=O)OS(=O)(=O)C(F)(F)F)(F)F (Trifluoromethanesulfonic anhydride), ice, Cl (hydrochloric acid), OC1=CC(=C(C(=O)OC)C=C1)OC (methyl 4-hydroxy-2-methoxybenzoate), N1=CC=CC=C1 (pyridine). The solvent is C(C)(=O)OCC (ethyl acetate), C(Cl)Cl (methylene chloride). Product: COC1=C(C(=O)OC)C=CC(=C1)OS(=O)(=O)C(F)(F)F (methyl 2-methoxy-4-trifluoromethanesulfonyloxybenzoate). Reaction SMILES: [F:1][C:2]([F:15])([F:14])[S:3]([O:6]S(C(F)(F)F)(=O)=O)(=[O:5])=[O:4].O[C:17]1[CH:26]=[CH:25][C:20]([C:21]([O:23][CH3:24])=[O:22])=[C:19]([O:27][CH3:28])[CH:18]=1.N1C=CC=CC=1.Cl>C(Cl)Cl.C(OCC)(=O)C>[CH3:28][O:27][C:19]1[CH:18]=[C:17]([O:6][S:3]([C:2]([F:15])([F:14])[F:1])(=[O:5])=[O:4])[CH:26]=[CH:25][C:20]=1[C:21]([O:23][CH3:24])=[O:22]. Procedure: Trifluoromethanesulfonic anhydride (2.24 mL) was added to an ice-cooled mixture of methyl 4-hydroxy-2-methoxybenzoate (2.02 g) and pyridine (0.14 mL) in methylene chloride (15 mL) with stirring. The mixture was stirred at room temperature for 30 min, and poured into a mixture of hydrochloric acid and ethyl acetate. The resulting mixture was extracted with ethyl acetate. The organic layer was washed with water and brine, and dried over anhydrous magnesium sulfate. The solvent was evaporated under... Yields the product C(C)(=O)C=1C(N(C(N(C1C)C1=CC(=CC=C1)C(F)(F)F)=O)C)C1=C(C=C(C#N)C=C1)C=1OC(=NN1)C (4-[5-Acetyl-3,6-dimethyl-2-oxo-1-(3-trifluoromethyl-phenyl)-1,2,3,4-tetrahydro-pyrimidin-4-yl]-3-(5-methyl-[1,3,4]oxadiazol-2-yl)-benzonitrile). Solvent: ClCCl (dichloromethane). Reported procedure: 2-[5-Acetyl-3,6-dimethyl-2-oxo-1-(3-trifluoromethyl-phenyl)-1,2,3,4-tetrahydro-pyrimidin-4-yl]-5-cyano-benzoic acid acetyl hydrazide (intermediate 13) (15 mg, 0.03 mmol) is suspended in dichloromethane (1 mL) and (methoxycarbonylsulfamoyl)triethyl-ammonium hydroxide (Burgess reagent)(17.4 mg, 0.07 mmol) is added. The mixture is stirred at room temperature for 3 days. The solvent is removed under reduced pressure and purification is performed by reversed phase HPLC. Yield: 6.4 mg; ESI mass spectr... Reactants: C(C)(=O)N(N)C(C1=C(C=CC(=C1)C#N)C1N(C(N(C(=C1C(C)=O)C)C1=CC(=CC=C1)C(F)(F)F)=O)C)=O (2-[5-Acetyl-3,6-dimethyl-2-oxo-1-(3-trifluoromethyl-phenyl)-1,2,3,4-tetrahydro-pyrimidin-4-yl]-5-cyano-benzoic acid acetyl hydrazide), C(C)(=O)N(N)C(C1=C(C=CC(=C1)C#N)C1N(C(N(C(=C1C(C)=O)C)C1=CC(=CC=C1)C(F)(F)F)=O)C)=O (2-[5-Acetyl-3,6-dimethyl-2-oxo-1-(3-trifluoromethyl-phenyl)-1,2,3,4-tetrahydro-pyrimidin-4-yl]-5-cyano-benzoic acid acetyl hydrazide), [OH-].COC(=O)NS(=O)(=O)[N+](CC)(CC)CC ((methoxycarbonylsulfamoyl)triethyl-ammonium hydroxide). Run at time 3 day. Reaction SMILES: C([N:4]([C:6](=[O:37])[C:7]1[CH:12]=[C:11]([C:13]#[N:14])[CH:10]=[CH:9][C:8]=1[CH:15]1[C:20]([C:21](=O)[CH3:22])=[C:19]([CH3:24])[N:18]([C:25]2[CH:30]=[CH:29][CH:28]=[C:27]([C:31]([F:34])([F:33])[F:32])[CH:26]=2)[C:17](=[O:35])[N:16]1[CH3:36])[NH2:5])(=O)C.[OH-:38].COC(NS([N+](CC)(CC)[CH2:48][CH3:49])(=O)=O)=O>ClCCl>[C:21]([C:20]1[CH:15]([C:8]2[CH:9]=[CH:10][C:11]([C:13]#[N:14])=[CH:12][C:7]=2[C:6]2[O:37][C:48]([CH3:49])=[N:5][N:4]=2)[N:16]([CH3:36])[C:17](=[O:35])[N:18]([C:25]2[CH:30]=[CH:29][CH:28]=[C:27]([C:31]([F:33])([F:34])[F:32])[CH:26]=2)[C:19]=1[CH3:24])(=[O:38])[CH3:22] |f:1.2|.